From a dataset of the Open Reaction Database (ORD), a public repository of structured organic reaction records. describe an organic reaction: reactants, conditions, products, and yield Starting materials: CN1CCC(CC1)OC1=C(C=C(C=C1)C(C)N)C(F)(F)F (1-[4-[(1-methylpiperidin-4-yl)oxy]-3-(trifluoromethyl)phenyl]ethanamine), FC1=C(C=C(C#N)C=C1)C(F)(F)F (4-fluoro-3-(trifluoromethyl)benzonitrile), CO[C@H](CO)C ((S)-(+)-2-methoxypropanol). Yields the product CO[C@H](COC1=C(C=C(C=C1)C(C)N)C(F)(F)F)C (1-[4-{[(2S)-2-Methoxypropyl]oxy}-3-(trifluoromethyl)phenyl]ethanamine). Reaction SMILES: CN1CC[CH:5]([O:8][C:9]2[CH:14]=[CH:13][C:12]([CH:15]([NH2:17])[CH3:16])=[CH:11][C:10]=2[C:18]([F:21])([F:20])[F:19])[CH2:4][CH2:3]1.FC1C=CC(C#N)=CC=1C(F)(F)F.[CH3:35][O:36][C@@H](C)CO>>[CH3:35][O:36][C@@H:4]([CH3:3])[CH2:5][O:8][C:9]1[CH:14]=[CH:13][C:12]([CH:15]([NH2:17])[CH3:16])=[CH:11][C:10]=1[C:18]([F:21])([F:20])[F:19]. Procedure: The title compound was synthesized according to the procedure described for the synthesis of 1-[4-[(1-methylpiperidin-4-yl)oxy]-3-(trifluoromethyl)phenyl]ethanamine, part A and B, starting from 4-fluoro-3-(trifluoromethyl)benzonitrile and (S)-(+)-2-methoxypropanol. The reactants are CO, [NH4+], c1cc2nnnn2cc1C1CO1. The product is NCC(O)c1ccc2nnnn2c1. RXN SMILES: [CH3:13][OH:14].[NH4+:15].[O:1]1[CH:2]([c:4]2[cH:5][cH:6][c:7]3[n:8]([cH:9]2)[n:10][n:11][n:12]3)[CH2:3]1>>[OH:1][CH:2]([CH2:3][NH2:15])[c:4]1[cH:5][cH:6][c:7]2[n:8]([cH:9]1)[n:10][n:11][n:12]2. Reactants: Cl.NO (hydroxylamine hydrochloride), ClC1=CC=2C(C=3N(C2C=C1)C=CC3)=O (7-chloropyrrolo[1,2-a]indol-9-one). Solvent: N1=CC=CC=C1 (pyridine). Product: ClC1=CC=2C(C=3N(C2C=C1)C=CC3)=NO (7-Chloro-9-hydroxyiminopyrrolo[1,2-a]indole). The yield is 84.6%. Reaction SMILES: Cl.[NH2:2][OH:3].[Cl:4][C:5]1[CH:13]=[CH:12][C:11]2[N:10]3[CH:14]=[CH:15][CH:16]=[C:9]3[C:8](=O)[C:7]=2[CH:6]=1>N1C=CC=CC=1>[Cl:4][C:5]1[CH:13]=[CH:12][C:11]2[N:10]3[CH:14]=[CH:15][CH:16]=[C:9]3[C:8](=[N:2][OH:3])[C:7]=2[CH:6]=1 |f:0.1|. Procedure details: Add 3.9 g (56.1 mmol) of hydroxylamine hydrochloride to a solution of 4.6 g (22.6 mmol) of 7-chloropyrrolo[1,2-a]indol-9-one in 80 ml of pyridine, then heat the reaction mixture at reflux for 3 hours. After cooling, the pyridine is removed under reduced pressure and the residue is taken up in water and extracted with 300 ml of diethyl ether. The ethereal phase is washed with 100 ml of 0.5N hydrochloric acid and then with water, dried over magnesium sulfate, rendered colourless with animal charco...